From a dataset of the Open Reaction Database (ORD), a public repository of structured organic reaction records. describe an organic reaction: reactants, conditions, products, and yield Starting materials: CC(C)(C)OC(=O)N1CCCC(N)C1, O=C(Oc1ccc([N+](=O)[O-])cc1)N1CCc2ccccc2C1c1ccc(C(F)(F)F)cc1. Product: CC(C)(C)OC(=O)N1CCCC(NC(=O)N2CCc3ccccc3C2c2ccc(C(F)(F)F)cc2)C1. As a reaction SMILES: [C:33](=[O:34])([O:35][C:36]([CH3:37])([CH3:38])[CH3:39])[N:40]1[CH2:41][CH:42]([NH2:46])[CH2:43][CH2:44][CH2:45]1.[F:1][C:2]([c:3]1[cH:4][cH:5][c:6]([CH:9]2[N:10]([C:19](=[O:20])[O:21][c:22]3[cH:23][cH:24][c:25]([N+:26]([O-:27])=[O:28])[cH:29][cH:30]3)[CH2:11][CH2:12][c:13]3[cH:14][cH:15][cH:16][cH:17][c:18]32)[cH:7][cH:8]1)([F:31])[F:32]>>[F:1][C:2]([c:3]1[cH:4][cH:5][c:6]([CH:9]2[N:10]([C:19](=[O:20])[NH:46][CH:42]3[CH2:41][N:40]([C:33](=[O:34])[O:35][C:36]([CH3:37])([CH3:38])[CH3:39])[CH2:45][CH2:44][CH2:43]3)[CH2:11][CH2:12][c:13]3[cH:14][cH:15][cH:16][cH:17][c:18]32)[cH:7][cH:8]1)([F:31])[F:32]. The reactants are C[Mg]I (methylmagnesium iodide), ClC1=CC=C(C(=O)C(=O)OCC)C=C1 (ethyl 4-chlorobenzoylformate), OC=1C(OC(C1O)(C1=CC=CC=C1)C)=O (3,4-dihydroxy-5-methyl-5-phenyl-2(5H)-furanone). Solvent: C1CCOC1 (THF). The product is ClC1=CC=C(C=C1)C1(C(=C(C(O1)=O)OCC1=CC=CC=C1)O)C (5-(4-chlorophenyl)-4-hydroxy-5-methyl-3-phenylmethoxy-2(5H)-furanone). Isolated yield 40.0%. As a reaction SMILES: [CH3:1][Mg]I.[Cl:4][C:5]1[CH:17]=[CH:16][C:8]([C:9]([C:11]([O:13]CC)=O)=[O:10])=[CH:7][CH:6]=1.[OH:18][C:19]1[C:20](=O)[O:21][C:22](C)([C:25]2[CH:30]=[CH:29][CH:28]=[CH:27][CH:26]=2)C=1O>C1COCC1>[Cl:4][C:5]1[CH:6]=[CH:7][C:8]([C:9]2([CH3:1])[O:10][C:19](=[O:18])[C:20]([O:21][CH2:22][C:25]3[CH:30]=[CH:29][CH:28]=[CH:27][CH:26]=3)=[C:11]2[OH:13])=[CH:16][CH:17]=1. Procedure: A total of 3.4 mL (10.2 mmol) of 3.0M methylmagnesium iodide was added to a solution of 2.34 g (10 mmol) of ethyl 4-chlorobenzoylformate in THF in an analogous manner as described for the synthesis of 3,4-dihydroxy-5-methyl-5-phenyl-2(5H)-furanone to give prior to hydrogenolysis 1.3 g (40% yield) of 5-(4-chlorophenyl)-4-hydroxy-5-methyl-3-phenylmethoxy-2(5H)-furanone as a yellow oil: 1H NMR (CDCl3) δ 7.37-7.21 (m, 9H), 5.10 (s, 2H), 1.73 (s, 3H). Starting materials: CS(C)=O, N#Cc1ccc(F)cc1, [K+], [K+], O=C([O-])[O-], O=C(CNC(=O)c1cccc(C(F)(F)F)c1)NC1CCN(C2CCNCC2)C1. Product: N#Cc1ccc(N2CCC(N3CCC(NC(=O)CNC(=O)c4cccc(C(F)(F)F)c4)C3)CC2)cc1. RXN SMILES: [CH3:44][S:45]([CH3:46])=[O:47].[F:35][c:36]1[cH:37][cH:38][c:39]([C:40]#[N:41])[cH:42][cH:43]1.[K+:29].[K+:30].[O-:31][C:32]([O-:33])=[O:34].[O:1]=[C:2]([CH2:3][NH:4][C:5]([c:6]1[cH:7][c:8]([C:12]([F:13])([F:14])[F:15])[cH:9][cH:10][cH:11]1)=[O:16])[NH:17][CH:18]1[CH2:19][N:20]([CH:23]2[CH2:24][CH2:25][NH:26][CH2:27][CH2:28]2)[CH2:21][CH2:22]1>>[O:1]=[C:2]([CH2:3][NH:4][C:5]([c:6]1[cH:7][c:8]([C:12]([F:13])([F:14])[F:15])[cH:9][cH:10][cH:11]1)=[O:16])[NH:17][CH:18]1[CH2:19][N:20]([CH:23]2[CH2:24][CH2:25][N:26]([c:36]3[cH:37][cH:38][c:39]([C:40]#[N:41])[cH:42][cH:43]3)[CH2:27][CH2:28]2)[CH2:21][CH2:22]1. Starting materials: COS(=O)(=O)OC, [Na+], [OH-], O, Cc1ccc(C(=O)O)c(O)c1, O=S(=O)(O)O. Product: COc1cc(C)ccc1C(=O)O. As a reaction SMILES: [CH3:14][O:15][S:16]([O:17][CH3:18])(=[O:19])=[O:20].[Na+:13].[OH-:12].[OH2:26].[OH:1][c:2]1[c:3]([C:4](=[O:5])[OH:6])[cH:7][cH:8][c:9]([CH3:11])[cH:10]1.[S:21](=[O:22])(=[O:23])([OH:24])[OH:25]>>[O:1]([c:2]1[c:3]([C:4](=[O:5])[OH:6])[cH:7][cH:8][c:9]([CH3:11])[cH:10]1)[CH3:14]. Reactants: CCO, CCOC(=O)c1ccc2nnn(Cc3ccc(Cl)cc3Cl)c2c1, Cl, [Na+], [OH-], O. The product is O=C(O)c1ccc2nnn(Cc3ccc(Cl)cc3Cl)c2c1. Reaction SMILES: [CH3:26][CH2:27][OH:28].[Cl:1][c:2]1[c:3]([CH2:4][n:5]2[n:6][n:7][c:8]3[c:9]2[cH:10][c:11]([C:14](=[O:15])[O:16][CH2:17][CH3:18])[cH:12][cH:13]3)[cH:19][cH:20][c:21]([Cl:23])[cH:22]1.[ClH:29].[Na+:25].[OH-:24].[OH2:30]>>[Cl:1][c:2]1[c:3]([CH2:4][n:5]2[n:6][n:7][c:8]3[c:9]2[cH:10][c:11]([C:14](=[O:15])[OH:16])[cH:12][cH:13]3)[cH:19][cH:20][c:21]([Cl:23])[cH:22]1. Starting materials: CCOc1nc(N2CCNCC2)nc2c1sc1nc(-c3ccc(Br)cc3)nc(C)c12, O=C([O-])[O-], CCCCOc1ccc(O)cc1, CCOC(C)=O, Cc1ccccc1, [Cs+], [Cs+]. Product: CCCCOc1ccc(-c2nc(C)c3c(n2)sc2c(OCC)nc(N4CCNCC4)nc23)cc1. As a reaction SMILES: [Br:1][c:2]1[cH:3][cH:4][c:5](-[c:8]2[n:9][c:10]([CH3:30])[c:11]3[c:12]([n:13]2)[s:14][c:15]2[c:16]3[n:17][c:18]([N:24]3[CH2:25][CH2:26][NH:27][CH2:28][CH2:29]3)[n:19][c:20]2[O:21][CH2:22][CH3:23])[cH:6][cH:7]1.[C:43](=[O:44])([O-:45])[O-:46].[CH2:31]([CH2:32][CH2:33][CH3:34])[O:35][c:36]1[cH:37][cH:38][c:39]([OH:40])[cH:41][cH:42]1.[CH3:49][CH2:50][O:51][C:52](=[O:53])[CH3:54].[CH3:55][c:56]1[cH:57][cH:58][cH:59][cH:60][cH:61]1.[Cs+:47].[Cs+:48]>>[c:2]1([O:35][CH2:31][CH2:32][CH2:33][CH3:34])[cH:3][cH:4][c:5](-[c:8]2[n:9][c:10]([CH3:30])[c:11]3[c:12]([n:13]2)[s:14][c:15]2[c:16]3[n:17][c:18]([N:24]3[CH2:25][CH2:26][NH:27][CH2:28][CH2:29]3)[n:19][c:20]2[O:21][CH2:22][CH3:23])[cH:6][cH:7]1. Starting materials: Cuprous iodide, IC=1C=C(CN)C=CC1 (3-iodobenzylamine), C(C#C)O (propargyl alcohol). The reagents and catalysts are Cl[Pd]([P](C1=CC=CC=C1)(C2=CC=CC=C2)C3=CC=CC=C3)([P](C4=CC=CC=C4)(C5=CC=CC=C5)C6=CC=CC=C6)Cl ((PPh3)2PdCl2). Run in C(C)NCC (diethylamine), C(C)NCC (diethylamine). Conditions: time 3 hour. Product: OCC#CC=1C=C(CN)C=CC1 (3-(3-Hydroxypropynyl)-benzylamine). The yield is 90.1%. RXN SMILES: I[C:2]1[CH:3]=[C:4]([CH:7]=[CH:8][CH:9]=1)[CH2:5][NH2:6].[CH2:10]([OH:13])[C:11]#[CH:12]>C(NCC)C.Cl[Pd](Cl)([P](C1C=CC=CC=1)(C1C=CC=CC=1)C1C=CC=CC=1)[P](C1C=CC=CC=1)(C1C=CC=CC=1)C1C=CC=CC=1>[OH:13][CH2:10][C:11]#[C:12][C:2]1[CH:3]=[C:4]([CH:7]=[CH:8][CH:9]=1)[CH2:5][NH2:6] |^1:21,40|. Procedure details: Cuprous iodide (1.06 mg, 0.0056 mmol) was added to a mixture of (PPh3)2PdCl2 (7.84 mg, 0.011 mmol) and 3-iodobenzylamine (262 mg, 1.12 mmol) in dry diethylamine (7 mL) under a nitrogen atmosphere. Then a solution of propargyl alcohol (41.2 μL, 0.73 mmol) in dry diethylamine (3 mL) was added. The resulting solution was stirred at room temperature for 3 h. The solvent was concentrated in vacuo and the residue was partitioned between water (20 mL) and CHCl3 (20 mL). The aqueous phase was separated ... Reactants: BrCc1ccccc1, COC(=O)C1=C(O)c2ccc3ccccc3c2S(=O)(=O)N1, CCO, [Na+], [OH-], O. Yields the product COC(=O)C1=C(O)c2ccc3ccccc3c2S(=O)(=O)N1Cc1ccccc1. As a reaction SMILES: [Br:22][CH2:23][c:24]1[cH:25][cH:26][cH:27][cH:28][cH:29]1.[CH3:1][O:2][C:3](=[O:4])[C:5]1=[C:10]([OH:11])[c:9]2[c:8]([c:19]3[c:14]([cH:13][cH:12]2)[cH:15][cH:16][cH:17][cH:18]3)[S:7](=[O:20])(=[O:21])[NH:6]1.[CH3:33][CH2:34][OH:35].[Na+:32].[OH-:31].[OH2:30]>>[CH3:1][O:2][C:3](=[O:4])[C:5]1=[C:10]([OH:11])[c:9]2[c:8]([c:19]3[c:14]([cH:13][cH:12]2)[cH:15][cH:16][cH:17][cH:18]3)[S:7](=[O:20])(=[O:21])[N:6]1[CH2:23][c:24]1[cH:25][cH:26][cH:27][cH:28][cH:29]1. The product is C(C1=CC=CC=C1)OC(=O)NC(C)(C(=O)O)C (N-[(Benzyloxy)carbonyl]-2-methylalanine). Procedure details: To a solution of 2-methylalanine (50 g, 0.49 mmol) and Na2CO3 (156 g, 1.47 mol) in water (1 L) was added a solution of CbzCl (91 g, 0.54 mmol) in dioxane (500 mL) at 0° C. over 15 minutes. The resulting solution was stirred at room temperature for 18 hours. The reaction was extracted with Et2O (2×500 mL), and the aqueous layer collected, acidified to pH=1 with cHCl and extracted with EtOAc (2×500 mL). The organic layers were combined, washed with brine, dried over Na2SO4 and concentrated in vacu... Run at time 18 hour. The reactants are CC(N)(C)C(=O)O (2-methylalanine), C(=O)([O-])[O-].[Na+].[Na+] (Na2CO3), C(=O)(OCC1=CC=CC=C1)Cl (CbzCl). As a reaction SMILES: [CH3:1][C:2]([C:5]([OH:7])=[O:6])([CH3:4])[NH2:3].C([O-])([O-])=O.[Na+].[Na+].[C:14](Cl)([O:16][CH2:17][C:18]1[CH:23]=[CH:22][CH:21]=[CH:20][CH:19]=1)=[O:15]>O.O1CCOCC1>[CH2:17]([O:16][C:14]([NH:3][C:2]([CH3:4])([C:5]([OH:7])=[O:6])[CH3:1])=[O:15])[C:18]1[CH:23]=[CH:22][CH:21]=[CH:20][CH:19]=1 |f:1.2.3|. Solvent: O (water), O1CCOCC1 (dioxane).